Dataset: the Open Reaction Database (ORD), a public repository of structured organic reaction records. Task: describe an organic reaction: reactants, conditions, products, and yield The reactants are CC1(OC(C2=C(O1)C=CC=C2OS(=O)(=O)C(F)(F)F)=O)C (2,2-dimethyl-5-trifluoromethane-sulfonyloxy-4H-1,3-benzodioxin-4-one), C(C)OC(=O)C=1C=C(C=CC1)B(O)O (3-ethoxycarbonylphenylboronic acid), C(=O)([O-])[O-].[K+].[K+] (K2CO3), Cl (HCl). The reagents and catalysts are C=1C=CC(=CC1)[P](C=2C=CC=CC2)(C=3C=CC=CC3)[Pd]([P](C=4C=CC=CC4)(C=5C=CC=CC5)C=6C=CC=CC6)([P](C=7C=CC=CC7)(C=8C=CC=CC8)C=9C=CC=CC9)[P](C=1C=CC=CC1)(C=1C=CC=CC1)C=1C=CC=CC1 (tetrakis(triphenylphosphine)palladium). Run in CN(C)C=O (DMF). Product: CC1(OC(C2=C(O1)C=CC=C2C=2C=C(C(=O)OCC)C=CC2)=O)C (3-(2,2-dimethyl-4-oxo-4H-1,3-benzodioxin-5-yl)-benzoic acid, ethyl ester). The yield is 63.4%. Reaction SMILES: [CH3:1][C:2]1([CH3:21])[O:7][C:6]2[CH:8]=[CH:9][CH:10]=[C:11](OS(C(F)(F)F)(=O)=O)[C:5]=2[C:4](=[O:20])[O:3]1.[CH2:22]([O:24][C:25]([C:27]1[CH:28]=[C:29](B(O)O)[CH:30]=[CH:31][CH:32]=1)=[O:26])[CH3:23].C([O-])([O-])=O.[K+].[K+].Cl>CN(C=O)C.C1C=CC([P]([Pd]([P](C2C=CC=CC=2)(C2C=CC=CC=2)C2C=CC=CC=2)([P](C2C=CC=CC=2)(C2C=CC=CC=2)C2C=CC=CC=2)[P](C2C=CC=CC=2)(C2C=CC=CC=2)C2C=CC=CC=2)(C2C=CC=CC=2)C2C=CC=CC=2)=CC=1>[CH3:1][C:2]1([CH3:21])[O:7][C:6]2[CH:8]=[CH:9][CH:10]=[C:11]([C:31]3[CH:32]=[C:27]([CH:28]=[CH:29][CH:30]=3)[C:25]([O:24][CH2:22][CH3:23])=[O:26])[C:5]=2[C:4](=[O:20])[O:3]1 |f:2.3.4,^1:51,53,72,91|. Procedure details: To a solution of 2,2-dimethyl-5-trifluoromethane-sulfonyloxy-4H-1,3-benzodioxin-4-one (2.0 g, 5.8 mmol), 3-ethoxycarbonylphenylboronic acid (1.34 g, 6.9 mmol) and anhydrous K2CO3 powder (2.61 g, 18.9 mmol) in DMF (30 mL) was added tetrakis(triphenylphosphine)palladium (0.202 g, 0.175 mmol). The mixture was heated at reflux for 2 h. The reaction mixture was allowed to cool to room temperature (“rt”) and 1 N HCl (25 mL) was added. The mixture was extracted with EtOAc (3×25 mL). The combined extrac... Reactants: NC=1C=CC=2C3=C(NC2C1)C(=CC(=N3)Br)C(=O)OC (methyl 7-amino-2-bromo-5H-pyrido[3,2-b]indole-4-carboxylate), Cl.ClCCN(C)CCCl (2-chloro-N-(2-chloroethyl)-N-methylethanamine hydrochloride), C([O-])([O-])=O.[Na+].[Na+] (sodium carbonate). The solvent is CC(C)(C)O (t-BuOH). The product is BrC=1C=C(C=2NC=3C=C(C=CC3C2N1)N1CCN(CC1)C)C(=O)OC (methyl 2-bromo-7-(4-methylpiperazin-1-yl)-5H-pyrido[3,2-b]indole-4-carboxylate). The yield is 69.0%. As a reaction SMILES: [NH2:1][C:2]1[CH:3]=[CH:4][C:5]2[C:6]3[N:14]=[C:13]([Br:15])[CH:12]=[C:11]([C:16]([O:18][CH3:19])=[O:17])[C:7]=3[NH:8][C:9]=2[CH:10]=1.Cl.Cl[CH2:22][CH2:23][N:24]([CH2:26][CH2:27]Cl)[CH3:25].C(=O)([O-])[O-].[Na+].[Na+]>CC(O)(C)C>[Br:15][C:13]1[CH:12]=[C:11]([C:16]([O:18][CH3:19])=[O:17])[C:7]2[NH:8][C:9]3[CH:10]=[C:2]([N:1]4[CH2:27][CH2:26][N:24]([CH3:25])[CH2:23][CH2:22]4)[CH:3]=[CH:4][C:5]=3[C:6]=2[N:14]=1 |f:1.2,3.4.5|. Reported procedure: A mixture of methyl 7-amino-2-bromo-5H-pyrido[3,2-b]indole-4-carboxylate (1.0 g, 3.1 mmol), 2-chloro-N-(2-chloroethyl)-N-methylethanamine hydrochloride (1.20 g, 6.25 mmol) and sodium carbonate (1.66 g, 15 6 mmol) in t-BuOH (40 mL) was heated at reflux overnight. The reaction was partitioned between EtOAc and water and the organic phase was washed with sat. aq. NaHCO3 solution, water, and brine. After drying with sodium sulfate, the solvents were removed and silica gel chromatography (elution wit... The reactants are C(C)(=O)[O-].[Na+] (sodium acetate), N(=O)[O-].[Na+] (sodium nitrite), ice, FC=1C=C(N)C=CC1 (3-fluoroaniline), COC1=CC=C(C=C1)C=1N=C(NC1C1=CC=C(C=C1)OC)S (4,5-bis(4-methoxyphenyl)-2-mercaptoimidazole), diazonium salt. The solvent is O (water), O (water), O (water), S(O)(O)(=O)=O (sulfuric acid), CN(C=O)C (dimethylformamide). Reaction conditions: time 20 minute. The product is COC1=CC=C(C=C1)C=1N=C(NC1C1=CC=C(C=C1)OC)SC1=CC(=CC=C1)F (4,5-bis(4-methoxyphenyl)-2-(3-fluorophenylthio)imidazole). Yield: 36.1%. As a reaction SMILES: [F:1][C:2]1[CH:3]=[C:4]([CH:6]=[CH:7][CH:8]=1)N.N([O-])=O.[Na+].C([O-])(=O)C.[Na+].[CH3:18][O:19][C:20]1[CH:25]=[CH:24][C:23]([C:26]2[N:27]=[C:28]([SH:39])[NH:29][C:30]=2[C:31]2[CH:36]=[CH:35][C:34]([O:37][CH3:38])=[CH:33][CH:32]=2)=[CH:22][CH:21]=1>S(=O)(=O)(O)O.O.CN(C)C=O>[CH3:38][O:37][C:34]1[CH:35]=[CH:36][C:31]([C:30]2[N:29]=[C:28]([S:39][C:4]3[CH:6]=[CH:7][CH:8]=[C:2]([F:1])[CH:3]=3)[NH:27][C:26]=2[C:23]2[CH:24]=[CH:25][C:20]([O:19][CH3:18])=[CH:21][CH:22]=2)=[CH:32][CH:33]=1 |f:1.2,3.4|. Procedure: 5.49 g of 3-fluoroaniline is dissolved in 6.0 g of concentrated sulfuric acid and 120 ml of water and, after the addition of 10 g of ice, diazotized at 0° with a solution of 3.6 g of sodium nitrite in 10 ml of water. The diazonium salt solution is then neutralized with sodium acetate and introduced at 5° under thorough agitation into a solution of 17.2 g of 4,5-bis(4-methoxyphenyl)-2-mercaptoimidazole in 700 ml of dimethylformamide. The mixture is agitated for another 20 minutes, poured into 2.5... Starting materials: ClCCCCOC1=C(C=CC=C1)/C=C/C=1SC2=C(N1)C=CC=C2 ((E)-2-[2-(4-chlorobutoxyphenyl)ethenyl]benzothiazole), Cl (HCl), C(C)NCC (diethylamine). Product: C(C)N(CCCCOC1=C(C=CC=C1)/C=C/C=1SC2=C(N1)C=CC=C2)CC ((E)-2-[2-(4-Diethylaminobutoxyphenyl)ethenyl]benzothiazole). Yield: 31.0%. Reaction SMILES: Cl[CH2:2][CH2:3][CH2:4][CH2:5][O:6][C:7]1[CH:12]=[CH:11][CH:10]=[CH:9][C:8]=1/[CH:13]=[CH:14]/[C:15]1[S:16][C:17]2[CH:23]=[CH:22][CH:21]=[CH:20][C:18]=2[N:19]=1.[CH2:24]([NH:26][CH2:27][CH3:28])[CH3:25].Cl>>[CH2:24]([N:26]([CH2:27][CH3:28])[CH2:2][CH2:3][CH2:4][CH2:5][O:6][C:7]1[CH:12]=[CH:11][CH:10]=[CH:9][C:8]=1/[CH:13]=[CH:14]/[C:15]1[S:16][C:17]2[CH:23]=[CH:22][CH:21]=[CH:20][C:18]=2[N:19]=1)[CH3:25]. Reported procedure: The procedure of Example 38 was followed starting with (H) of Example 38 (3.0 g, 8.7 mmol) and using diethylamine in place of dipropylamine to produce 1.2 g (31% yield) of the title compound as the HCl salt, mp 205°-207° C. IR(KBr): 3400, 1605 cm-1. MS: 381(MH+). 1H NMR (CD3OD): δ 8.14-7.04 (m, 10H), 4.14 (t, J=5.2 Hz, 2H), 3.25 (m, 6H), 1.98 (m, 4H), 1.34 (m, 6H). Starting materials: C(C)(C)(C)C=1C=C(C(=C(C1)C1=CC=C(C=C1)OC(F)(F)F)O)C=O (5-(tert-butyl)-2-hydroxy-4′-(trifluoromethoxy)-[1,1′-biphenyl]-3-carbaldehyde), FC(C=1C=C(C=C(C1)C(F)(F)F)B(O)O)(F)F (3,5-bis(trifluoromethyl)phenylboronic acid), BrC=1C(=C(C=O)C=C(C1)C(C)(C)C)O (3-bromo-5-(tert-butyl)-2-hydroxybenzaldehyde), BrC=1C(=C(C=O)C=C(C1)C(C)(C)C)O (3-bromo-5-(tert-butyl)-2-hydroxybenzaldehyde). The product is C(C)(C)(C)C=1C=C(C(=C(C1)C1=CC(=CC(=C1)C(F)(F)F)C(F)(F)F)O)C=O (5-(tert-Butyl)-2-hydroxy-3′,5′-bis(trifluoromethyl)-[1,1′-biphenyl]-3-carbaldehyde). RXN SMILES: C(C1C=C(C=O)C(O)=C(C2C=CC(OC(F)(F)F)=CC=2)C=1)(C)(C)C.Br[C:26]1[C:27]([OH:38])=[C:28]([CH:31]=[C:32]([C:34]([CH3:37])([CH3:36])[CH3:35])[CH:33]=1)[CH:29]=[O:30].[F:39][C:40]([F:55])([F:54])[C:41]1[CH:42]=[C:43](B(O)O)[CH:44]=[C:45]([C:47]([F:50])([F:49])[F:48])[CH:46]=1>>[C:34]([C:32]1[CH:31]=[C:28]([CH:29]=[O:30])[C:27]([OH:38])=[C:26]([C:43]2[CH:44]=[C:45]([C:47]([F:50])([F:48])[F:49])[CH:46]=[C:41]([C:40]([F:39])([F:55])[F:54])[CH:42]=2)[CH:33]=1)([CH3:37])([CH3:36])[CH3:35]. Procedure: 5-(tert-Butyl)-2-hydroxy-3′,5′-bis(trifluoromethyl)-[1,1′-biphenyl]-3-carbaldehyde was prepared as an orange oil using the procedure described in Intermediate 5 from 3-bromo-5-(tert-butyl)-2-hydroxybenzaldehyde (Intermediate 4) and 3,5-bis(trifluoromethyl)phenylboronic acid. Reactants: NC1=NC=C(C=C1)Br (2-amino-5-bromopyridine), C(C)(=O)OC(C)=O (acetic anhydride), [OH-].[Na+] (sodium hydroxide), O (water). Run in C(C)(=O)O (acetic acid). Run at time 1 hour. Yields the product BrC=1C=CC(=NC1)NC(C)=O (N-(5-Bromo-pyridin-2-yl)-acetamide). The yield is 85.6%. As a reaction SMILES: [NH2:1][C:2]1[CH:7]=[CH:6][C:5]([Br:8])=[CH:4][N:3]=1.[C:9](OC(=O)C)(=[O:11])[CH3:10].O.[OH-].[Na+]>C(O)(=O)C>[Br:8][C:5]1[CH:6]=[CH:7][C:2]([NH:1][C:9](=[O:11])[CH3:10])=[N:3][CH:4]=1 |f:3.4|. Procedure: A solution of 2-amino-5-bromopyridine (25.0 g, 144 mmol) in acetic acid (50 ml) and acetic anhydride (25.0 g) was heated at reflux for two hours. The reaction mixture was then cooled and poured into water (750 ml) with stirring. After one hour, the solution was adjusted to pH 10 with 50% sodium hydroxide and the precipitate was filtered, washed with water and dried to give 26.5 g (85%) of the title product as a white flaky solid. mp 175-176° C. 1H NMR (CDCl3): δ=8.29 (d, 1H); 8.12 (d, 1H); 7.96 ... Starting materials: O (water), C1(CCCC1)NC=1C=CC=C2C=C(NC12)C=1SC[C@H](N1)CC(=O)O ([(R)-2-(7-cyclopentylamino-1H-indol-2-yl)-4,5-dihydro-thiazol-4-yl]acetic acid), ONC(=N)C1CCCC1 (N-hydroxy-cyclopentanecarboxamidine), 1,1′-Dicarbonyldiimidazole. Run in CN(C=O)C (N,N-dimethylformamide). Conditions: time 30 minute. Yields the product C1(CCCC1)NC=1C=CC=C2C=C(NC12)C=1SC[C@H](N1)CC1=NC(=NO1)C1CCCC1 (cyclopentyl-{2-[(R)-4-(3-cyclopentyl-[1,2,4]oxadiazol-5-ylmethyl)-4,5-dihydro-thiazol-2-yl]-1H-indol-7-yl}-amine). Yield: 56.0%. RXN SMILES: [CH:1]1([NH:6][C:7]2[CH:8]=[CH:9][CH:10]=[C:11]3[C:15]=2[NH:14][C:13]([C:16]2[S:17][CH2:18][C@@H:19]([CH2:21][C:22]([OH:24])=O)[N:20]=2)=[CH:12]3)[CH2:5][CH2:4][CH2:3][CH2:2]1.O[NH:26][C:27]([CH:29]1[CH2:33][CH2:32][CH2:31][CH2:30]1)=[NH:28].O>CN(C)C=O>[CH:1]1([NH:6][C:7]2[CH:8]=[CH:9][CH:10]=[C:11]3[C:15]=2[NH:14][C:13]([C:16]2[S:17][CH2:18][C@@H:19]([CH2:21][C:22]4[O:24][N:28]=[C:27]([CH:29]5[CH2:33][CH2:32][CH2:31][CH2:30]5)[N:26]=4)[N:20]=2)=[CH:12]3)[CH2:5][CH2:4][CH2:3][CH2:2]1. Procedure details: The compound (140 mg, 0.41 mmol) prepared in Example 42 was dissolved in N,N-dimethylformamide (5 ml). 1,1′-Dicarbonyldiimidazole (73 mg, 0.45 mmol) was added thereto, and the mixture was stirred for 30 min at room temperature. N-hydroxy-cyclopentanecarboxamidine (260 mg, 2.03 mmol) was added thereto, and the mixture was stirred for 5 h at 80° C. After completion of the reaction, water was added. The mixture was extracted with ethyl acetate, dried over anhydrous magnesium sulfate, and filtered. ...